Dataset: the Open Reaction Database (ORD), a public repository of structured organic reaction records. Task: describe an organic reaction: reactants, conditions, products, and yield Reactants: C([O-])([O-])=O.[K+].[K+] (Potassium carbonate), ClC1=CC(=C2C(=N1)N=CN2)Cl (5,7-dichloro-1H-imidazo[4,5-b]pyridine), BrCC1=CC=CC2=CC=CC=C12 (1-(bromomethyl)naphthalene). Run in CN(C=O)C (N,N-Dimethylformamide). Run at time 25 minute. Yields the product ClC1=CC(=C2C(=N1)N(C=N2)CC2=CC=CC1=CC=CC=C21)Cl (5,7-dichloro-3-(1-naphthalenylmethyl)-3H-imidazo[4,5-b]pyridine). Isolated yield 26.2%. Reaction SMILES: C(=O)([O-])[O-].[K+].[K+].[Cl:7][C:8]1[N:13]=[C:12]2[N:14]=[CH:15][NH:16][C:11]2=[C:10]([Cl:17])[CH:9]=1.Br[CH2:19][C:20]1[C:29]2[C:24](=[CH:25][CH:26]=[CH:27][CH:28]=2)[CH:23]=[CH:22][CH:21]=1>CN(C)C=O>[Cl:7][C:8]1[N:13]=[C:12]2[N:14]([CH2:19][C:20]3[C:29]4[C:24](=[CH:25][CH:26]=[CH:27][CH:28]=4)[CH:23]=[CH:22][CH:21]=3)[CH:15]=[N:16][C:11]2=[C:10]([Cl:17])[CH:9]=1 |f:0.1.2|. Reported procedure: Potassium carbonate (798 mg, 5.77 mmol) was added to a solution of 5,7-dichloro-1H-imidazo[4,5-b]pyridine (350 mg, 1.862 mmol) (5,7-dichloro-3H-imidazo[4,5-b]pyridine, obtained as described in example 1) in N,N-Dimethylformamide (DMF) (6.5 mL) and the mixture was stirred for 25 min. 1-(bromomethyl)naphthalene (576 mg, 2.61 mmol) was then added and the reaction mixture was stirred at rt overnight. The mixture was poured onto water and the precipitate formed was collected by filtration. The residu... Reactants: CCOC(=O)c1cn(Cc2cccc(Br)n2)c2nc(C)ccc2c1=O, CO, Cl, [Li+], [OH-], O. Product: Cc1ccc2c(=O)c(C(=O)O)cn(Cc3cccc(Br)n3)c2n1. Reaction SMILES: [CH2:3]([CH3:4])[O:5][C:6](=[O:7])[c:8]1[cH:9][n:10]([CH2:20][c:21]2[n:22][c:23]([Br:27])[cH:24][cH:25][cH:26]2)[c:11]2[n:12][c:13]([CH3:19])[cH:14][cH:15][c:16]2[c:17]1=[O:18].[CH3:30][OH:31].[ClH:29].[Li+:1].[OH-:2].[OH2:28]>>[O:5]=[C:6]([OH:7])[c:8]1[cH:9][n:10]([CH2:20][c:21]2[n:22][c:23]([Br:27])[cH:24][cH:25][cH:26]2)[c:11]2[n:12][c:13]([CH3:19])[cH:14][cH:15][c:16]2[c:17]1=[O:18].